This data is from the Open Reaction Database (ORD), a public repository of structured organic reaction records. The task is: describe an organic reaction: reactants, conditions, products, and yield Starting materials: COC(=O)c1ccc(NC(=O)CCC(=O)O)cc1O, CCCCCCN, CO. The product is CCCCCCNC(=O)c1ccc(NC(=O)CCC(=O)O)cc1O. Reaction SMILES: [C:1](=[O:2])([OH:3])[CH2:4][CH2:5][C:6](=[O:7])[NH:8][c:9]1[cH:10][c:11]([OH:19])[c:12]([C:13]([O:15][CH3:14])=[O:16])[cH:17][cH:18]1.[CH2:20]([CH2:21][CH2:22][CH2:23][CH2:24][CH3:25])[NH2:26].[CH3:27][OH:28]>>[C:1](=[O:2])([OH:3])[CH2:4][CH2:5][C:6](=[O:7])[NH:8][c:9]1[cH:10][c:11]([OH:19])[c:12]([C:13](=[O:15])[NH:26][CH2:20][CH2:21][CH2:22][CH2:23][CH2:24][CH3:25])[cH:17][cH:18]1. Reactants: [BH3-]C#N, COC(=O)C1CCCCCC1N, CC(=O)[O-], CO, CC(C)(C)CC=O, Cl, [Na+], [Na+]. The product is COC(=O)C1CCCCCC1NCCC(C)(C)C. Reaction SMILES: [C:13]([BH3-:14])#[N:15].[CH3:18][O:19][C:20](=[O:21])[CH:22]1[CH:23]([NH2:29])[CH2:24][CH2:25][CH2:26][CH2:27][CH2:28]1.[CH3:2][C:3](=[O:4])[O-:5].[CH3:30][OH:31].[CH3:6][C:7]([CH2:8][CH:9]=[O:10])([CH3:11])[CH3:12].[ClH:17].[Na+:16].[Na+:1]>>[CH3:6][C:7]([CH2:8][CH2:9][NH:29][CH:23]1[CH:22]([C:20]([O:19][CH3:18])=[O:21])[CH2:28][CH2:27][CH2:26][CH2:25][CH2:24]1)([CH3:11])[CH3:12]. Procedure: N-[3-(2-Chloro-pyrimidin-4-ylethenyl)-phenyl]-2,2,2-trifluoro-acetamide (9.14 g, 28.1 mmol), N-aminopyridinium iodide (6.24 g, 28.1 mmol), KOH (1.57 g, 28.9 mmol) and K2CO3 (7.76 g) were stirred in DMSO (175 mL) until all starting material was consumed by LC/MS analysis. Reaction was poured into water to yield a precipitate which was filtered off, washed well with water and dried. Crude product was triturated in EtOAc and filtered to yield 7.45 g of the title compound, Rf=0.2 (2:1 Hexanes/EtOAc)... Reaction SMILES: [Cl:1][C:2]1[N:7]=[C:6]([CH:8]=[CH:9][C:10]2[CH:11]=[C:12]([NH:16][C:17](=[O:22])[C:18]([F:21])([F:20])[F:19])[CH:13]=[CH:14][CH:15]=2)[CH:5]=[CH:4][N:3]=1.[I-].[NH2:24][N+:25]1[CH:30]=[CH:29][CH:28]=[CH:27][CH:26]=1.[OH-].[K+].C([O-])([O-])=O.[K+].[K+]>CS(C)=O.O>[Cl:1][C:2]1[N:7]=[C:6]([C:8]2[C:9]([C:10]3[CH:11]=[C:12]([NH:16][C:17](=[O:22])[C:18]([F:19])([F:20])[F:21])[CH:13]=[CH:14][CH:15]=3)=[N:24][N:25]3[CH:30]=[CH:29][CH:28]=[CH:27][C:26]=23)[CH:5]=[CH:4][N:3]=1 |f:1.2,3.4,5.6.7|. The solvent is CS(=O)C (DMSO), O (water). Yield: 63.5%. Product: ClC1=NC=CC(=N1)C=1C(=NN2C1C=CC=C2)C=2C=C(C=CC2)NC(C(F)(F)F)=O (N-{3-[3-(2-Chloro-4-pyrimidinyl)pyrazolo[1,5-a]pyridin-2-yl]phenyl}-2,2,2-trifluoroacetamide). The reactants are ClC1=NC=CC(=N1)C=CC=1C=C(C=CC1)NC(C(F)(F)F)=O (N-[3-(2-Chloro-pyrimidin-4-ylethenyl)-phenyl]-2,2,2-trifluoro-acetamide), [I-].N[N+]1=CC=CC=C1 (N-aminopyridinium iodide), [OH-].[K+] (KOH), C(=O)([O-])[O-].[K+].[K+] (K2CO3). Starting materials: C(C)(C)(C)OC(=O)N1CCN(CC1)C(C1=CC(=CC(=C1)C(F)(F)F)NC(CC1=C(C=C(C=C1)C1=CN=C2N1C=CC(=C2)C2=NC=CC=C2)F)=O)=O (4-(3-{2-[2-fluoro-4-(7-pyridin-2-yl-imidazo[1,2-a]pyridin-3-yl)-phenyl]-acetylamino}-5-trifluoromethyl-benzoyl)-piperazine-1-carboxylic acid tert-butyl ester), Cl (HCl). Run in C(Cl)Cl.CO (CH2Cl2 MeOH), C1CCOC1 (THF). Reaction conditions: time 2 hour. The product is FC1=C(C=CC(=C1)C1=CN=C2N1C=CC(=C2)C2=NC=CC=C2)CC(=O)NC2=CC(=CC(=C2)C(F)(F)F)C(=O)N2CCNCC2 (2-[2-Fluoro-4-(7-pyridin-2-yl-imidazo[1,2-a]pyridin-3-yl)-phenyl]-N-[3-(piperazine-1-carbonyl)-5-trifluoromethyl-phenyl]-acetamide). Reaction SMILES: C(OC([N:8]1[CH2:13][CH2:12][N:11]([C:14](=[O:51])[C:15]2[CH:20]=[C:19]([C:21]([F:24])([F:23])[F:22])[CH:18]=[C:17]([NH:25][C:26](=[O:50])[CH2:27][C:28]3[CH:33]=[CH:32][C:31]([C:34]4[N:38]5[CH:39]=[CH:40][C:41]([C:43]6[CH:48]=[CH:47][CH:46]=[CH:45][N:44]=6)=[CH:42][C:37]5=[N:36][CH:35]=4)=[CH:30][C:29]=3[F:49])[CH:16]=2)[CH2:10][CH2:9]1)=O)(C)(C)C.Cl>C(Cl)Cl.CO.C1COCC1>[F:49][C:29]1[CH:30]=[C:31]([C:34]2[N:38]3[CH:39]=[CH:40][C:41]([C:43]4[CH:48]=[CH:47][CH:46]=[CH:45][N:44]=4)=[CH:42][C:37]3=[N:36][CH:35]=2)[CH:32]=[CH:33][C:28]=1[CH2:27][C:26]([NH:25][C:17]1[CH:18]=[C:19]([C:21]([F:23])([F:22])[F:24])[CH:20]=[C:15]([C:14]([N:11]2[CH2:12][CH2:13][NH:8][CH2:9][CH2:10]2)=[O:51])[CH:16]=1)=[O:50] |f:2.3|. Procedure details: Dissolve 4-(3-{2-[2-fluoro-4-(7-pyridin-2-yl-imidazo[1,2-a]pyridin-3-yl)-phenyl]-acetylamino}-5-trifluoromethyl-benzoyl)-piperazine-1-carboxylic acid tert-butyl ester (0.76 g, 0.108 mmol) in 1:1 CH2Cl2 MeOH (20 mL) and add 2M HCl in THF (2 mL), then stir 2 hours and concentrate in vacuo. Load onto a Varian MegaElut® SCX cartridge (10 gram cartridge prewashed with methanol), rinse with methanol to remove impurities then elute crude product with 2 M NH3 in methanol. Concentrate this solution in va... Starting materials: C(C)OC(=O)C1(CC1)C1=CC=C(C=C1)C1=CC=C(C=C1)C1=C(C(=NO1)C)CCO (1-{4′-[4-(2-hydroxy-ethyl)-3-methyl-isoxazol-5-yl]-biphenyl-4-yl}-cyclopropanecarboxylic acid ethyl ester), BrCC=1C=NC=CC1 (3-bromomethyl-pyridine). The product is C(C)OC(=O)C1(CC1)C1=CC=C(C=C1)C1=CC=C(C=C1)C1=C(C(=NO1)C)CCOCC=1C=NC=CC1 (1-(4′-{3-Methyl-4-[2-(pyridin-3-ylmethoxy)-ethyl]-isoxazol-5-yl}-biphenyl-4-yl)-cyclopropanecarboxylic acid ethyl ester). As a reaction SMILES: [CH2:1]([O:3][C:4]([C:6]1([C:9]2[CH:14]=[CH:13][C:12]([C:15]3[CH:20]=[CH:19][C:18]([C:21]4[O:25][N:24]=[C:23]([CH3:26])[C:22]=4[CH2:27][CH2:28][OH:29])=[CH:17][CH:16]=3)=[CH:11][CH:10]=2)[CH2:8][CH2:7]1)=[O:5])[CH3:2].Br[CH2:31][C:32]1[CH:33]=[N:34][CH:35]=[CH:36][CH:37]=1>>[CH2:1]([O:3][C:4]([C:6]1([C:9]2[CH:10]=[CH:11][C:12]([C:15]3[CH:20]=[CH:19][C:18]([C:21]4[O:25][N:24]=[C:23]([CH3:26])[C:22]=4[CH2:27][CH2:28][O:29][CH2:31][C:32]4[CH:33]=[N:34][CH:35]=[CH:36][CH:37]=4)=[CH:17][CH:16]=3)=[CH:13][CH:14]=2)[CH2:8][CH2:7]1)=[O:5])[CH3:2]. Procedure: Prepared according to the procedure described in Example 34, Step 4, using 1-{4′-[4-(2-hydroxy-ethyl)-3-methyl-isoxazol-5-yl]-biphenyl-4-yl}-cyclopropanecarboxylic acid ethyl ester and 3-bromomethyl-pyridine.